From a dataset of the Open Reaction Database (ORD), a public repository of structured organic reaction records. describe an organic reaction: reactants, conditions, products, and yield Starting materials: COC1=C(CNC=2C=C3CN(CC3=CC2[N+](=O)[O-])CC2=C(C=C(C=C2)OC)OC)C=CC(=C1)OC (N,2-bis(2,4-dimethoxybenzyl)-6-nitroisoindolin-5-amine), S(=O)([O-])S(=O)[O-].[Na+].[Na+] (sodium hydrosulfite), [OH-].[NH4+] (ammonium hydroxide), [OH-].[Na+] (sodium hydroxide), [Cl-].[Na+] (sodium chloride). Run in O (water), O1CCCC1 (tetrahydrofuran). Conditions: time 8 hour. The product is COC1=C(CNC=2C=C3CN(CC3=CC2N)CC2=C(C=C(C=C2)OC)OC)C=CC(=C1)OC (N5,2-bis(2,4-dimethoxybenzyl)isoindoline-5,6-diamine). As a reaction SMILES: [CH3:1][O:2][C:3]1[CH:33]=[C:32]([O:34][CH3:35])[CH:31]=[CH:30][C:4]=1[CH2:5][NH:6][C:7]1[CH:8]=[C:9]2[C:13](=[CH:14][C:15]=1[N+:16]([O-])=O)[CH2:12][N:11]([CH2:19][C:20]1[CH:25]=[CH:24][C:23]([O:26][CH3:27])=[CH:22][C:21]=1[O:28][CH3:29])[CH2:10]2.S(S([O-])=O)([O-])=O.[Na+].[Na+].[OH-].[NH4+].[OH-].[Na+].[Cl-].[Na+]>O.O1CCCC1>[CH3:1][O:2][C:3]1[CH:33]=[C:32]([O:34][CH3:35])[CH:31]=[CH:30][C:4]=1[CH2:5][NH:6][C:7]1[CH:8]=[C:9]2[C:13](=[CH:14][C:15]=1[NH2:16])[CH2:12][N:11]([CH2:19][C:20]1[CH:25]=[CH:24][C:23]([O:26][CH3:27])=[CH:22][C:21]=1[O:28][CH3:29])[CH2:10]2 |f:1.2.3,4.5,6.7,8.9|. Procedure: To a mixture of N,2-bis(2,4-dimethoxybenzyl)-6-nitroisoindolin-5-amine T-03 (2.7 g, 5.6 mmol) and sodium hydrosulfite (15.6 g, 90 mmol) was added a solution of tetrahydrofuran (40 mL), water (40 mL) and ammonium hydroxide (40 mL). The reaction mixture was stirred at room temperature overnight. The reaction mixture was basified with sodium hydroxide and saturated with sodium chloride. The reaction mixture was filtered and extracted with ethyl acetate. The organic layer was dried over sodium sulfa... Starting materials: COC(C1=CC(=C(C(=C1)C(F)(F)F)O)N)=O (3-amino-4-hydroxy-5-trifluoromethyl-benzoic acid methyl ester), ClC=1C=CC(=C(C1)S(=O)(=O)Cl)OC (5-chloro-2-methoxybenzenesulfonyl chloride). The solvent is C1(=CC=CC=C1)C (toluene). Product: COC(C1=CC(=C(C(=C1)C(F)(F)F)O)NS(=O)(=O)C1=C(C=CC(=C1)Cl)OC)=O (3-(5-chloro-2-methoxy-benzenesulfonylamino)-4-hydroxy-5-trifluoromethyl-benzoic acid methyl ester). As a reaction SMILES: [CH3:1][O:2][C:3](=[O:16])[C:4]1[CH:9]=[C:8]([C:10]([F:13])([F:12])[F:11])[C:7]([OH:14])=[C:6]([NH2:15])[CH:5]=1.[Cl:17][C:18]1[CH:19]=[CH:20][C:21]([O:28][CH3:29])=[C:22]([S:24](Cl)(=[O:26])=[O:25])[CH:23]=1>C1(C)C=CC=CC=1>[CH3:1][O:2][C:3](=[O:16])[C:4]1[CH:9]=[C:8]([C:10]([F:13])([F:12])[F:11])[C:7]([OH:14])=[C:6]([NH:15][S:24]([C:22]2[CH:23]=[C:18]([Cl:17])[CH:19]=[CH:20][C:21]=2[O:28][CH3:29])(=[O:25])=[O:26])[CH:5]=1. Reported procedure: A suspension of 3-amino-4-hydroxy-5-trifluoromethyl-benzoic acid methyl ester (4.66 g, 19.8 mmol) and 5-chloro-2-methoxybenzenesulfonyl chloride (4.78 g, 19.8 mmol) in toluene (38 mL) was heated at reflux for 48 h. After cooling, the precipitate was collected by filtration and washed with toluene to afford 3-(5-chloro-2-methoxy-benzenesulfonylamino)-4-hydroxy-5-trifluoromethyl-benzoic acid methyl ester. Off-white solid, MS (ISP)=438.0 (M−H)−. Reactants: O=C([O-])[O-], CN(C)C=O, [K+], [K+], O, CCOC(=O)C(Cc1ccc(O)cc1)OCC, CS(=O)(=O)OCCC=C1c2ccccc2CCc2ccccc21, c1ccccc1. The product is C=CC=C1c2ccccc2CCc2ccccc21. RXN SMILES: [C:41](=[O:42])([O-:43])[O-:44].[CH3:47][N:48]([CH3:49])[CH:50]=[O:51].[K+:45].[K+:46].[OH2:52].[OH:24][c:25]1[cH:26][cH:27][c:28]([CH2:29][CH:30]([O:31][CH2:32][CH3:33])[C:34]([O:35][CH2:36][CH3:37])=[O:38])[cH:39][cH:40]1.[S:1]([O:2][CH2:6][CH2:7][CH:8]=[C:9]1[c:10]2[c:11]([cH:20][cH:21][cH:22][cH:23]2)[CH2:12][CH2:13][c:14]2[c:15]1[cH:16][cH:17][cH:18][cH:19]2)([CH3:3])(=[O:4])=[O:5].[cH:53]1[cH:54][cH:55][cH:56][cH:57][cH:58]1>>[CH2:6]=[CH:7][CH:8]=[C:9]1[c:10]2[c:11]([cH:20][cH:21][cH:22][cH:23]2)[CH2:12][CH2:13][c:14]2[c:15]1[cH:16][cH:17][cH:18][cH:19]2. Reactants: COc1ccccc1, CC(C)(C)OC(=O)C(C)(C)ON=C(C(=O)O)c1nsc(N)n1, O=C(O)C(F)(F)F. The product is CC(C)(ON=C(C(=O)O)c1nsc(N)n1)C(=O)O. As a reaction SMILES: [CH3:23][O:24][c:25]1[cH:26][cH:27][cH:28][cH:29][cH:30]1.[NH2:1][c:2]1[n:3][c:4]([C:7]([C:8](=[O:9])[OH:10])=[N:11][O:12][C:13]([CH3:14])([CH3:15])[C:16](=[O:17])[O:18][C:19]([CH3:20])([CH3:21])[CH3:22])[n:5][s:6]1.[OH:31][C:32]([C:33]([F:34])([F:35])[F:36])=[O:37]>>[NH2:1][c:2]1[n:3][c:4]([C:7]([C:8](=[O:9])[OH:10])=[N:11][O:12][C:13]([CH3:14])([CH3:15])[C:16](=[O:17])[OH:18])[n:5][s:6]1. Reactants: COC=1C=C2C(C(NC2=CC1)=O)=O (5-methoxyisatin), Cl.C(C)(C)N(CCCl)C(C)C (2-diisopropylaminoethyl chloride hydrochloride), [H-].[Na+] (sodium hydride). Run in CN(C=O)C (N,N-dimethylformamide). Reaction conditions: temperature 80 celsius. Product: C(C)(C)N(CCN1C(=O)C(=O)C2=CC(=CC=C12)OC)C(C)C (1-(2-diisopropylaminoethyl)-5-methoxyisatin). The yield is 64.6%. RXN SMILES: [CH3:1][O:2][C:3]1[CH:4]=[C:5]2[C:9](=[CH:10][CH:11]=1)[NH:8][C:7](=[O:12])[C:6]2=[O:13].Cl.[CH:15]([N:18]([CH:22]([CH3:24])[CH3:23])[CH2:19][CH2:20]Cl)([CH3:17])[CH3:16].[H-].[Na+]>CN(C)C=O>[CH:15]([N:18]([CH:22]([CH3:24])[CH3:23])[CH2:19][CH2:20][N:8]1[C:9]2[C:5](=[CH:4][C:3]([O:2][CH3:1])=[CH:11][CH:10]=2)[C:6](=[O:13])[C:7]1=[O:12])([CH3:17])[CH3:16] |f:1.2,3.4|. Reported procedure: To a solution of 3.00 g of 5-methoxyisatin and 3.39 g of 2-diisopropylaminoethyl chloride hydrochloride in 50 ml of dry N,N-dimethylformamide was added 1.36 g of sodium hydride (60% dispersion in mineral oil) with stirring under ice-cooling. The mixture was stirred for 1 hour at room temperature and then heated at 80° C. for 13 hours. The reaction mixture was concentrated under reduced pressure, and water was added to the residue. The mixture was extracted with ethyl acetate and the ethyl acetat...